This data is from the Open Reaction Database (ORD), a public repository of structured organic reaction records. The task is: describe an organic reaction: reactants, conditions, products, and yield Starting materials: CC1=C(C=C(C=C1)C)C(C)SC1=[N+](C=CC(=C1)C)[O-] (2-[1-(2,5-dimethylphenyl)ethylthio]-4-methylpyridine 1-oxide), C(C)O.O (ethanol water), C1=CC(=CC(=C1)Cl)C(=O)OO (MCPBA), SO2. The product is CC1=C(C=C(C=C1)C)CS(=O)(=O)C1=[N+](C=CC(=C1)C)[O-] (2-[(2,5-Dimethylphenyl)methylsulfonyl]-4-methylpyridine 1-oxide). Reaction SMILES: [CH3:1][C:2]1[CH:7]=[CH:6][C:5]([CH3:8])=[CH:4][C:3]=1[CH:9]([S:11][C:12]1[CH:17]=[C:16]([CH3:18])[CH:15]=[CH:14][N+:13]=1[O-:19])C.C1C=C(Cl)C=C(C(OO)=[O:28])C=1.C(O)C.[OH2:34]>>[CH3:1][C:2]1[CH:7]=[CH:6][C:5]([CH3:8])=[CH:4][C:3]=1[CH2:9][S:11]([C:12]1[CH:17]=[C:16]([CH3:18])[CH:15]=[CH:14][N+:13]=1[O-:19])(=[O:28])=[O:34] |f:2.3|. Procedure: The sulfide compound (0.006 mole) is oxidized with MCPBA (0.014 mol) and is isolated in the manner described in Example 1. Yield 62% of theory. Melting point 156°-158° C. from ethanol/water (80/20 v/v) I.R. N→O 1275 cm-1, SO2 1135, 1310 cm-1. Yields the product COC(=O)NC(=S)Nc1cc(S(=O)c2ccccc2)ccc1[N+](=O)[O-]. RXN SMILES: [CH3:19][O:20][C:21](=[O:22])[N:23]=[C:24]=[S:25].[CH3:30][O:31][C:32]([Cl:33])=[O:34].[CH3:35][C:36](=[O:37])[CH3:38].[K+:26].[NH2:1][c:2]1[c:3]([N+:16](=[O:17])[O-:18])[cH:4][cH:5][c:6]([S:8](=[O:9])[c:10]2[cH:11][cH:12][cH:13][cH:14][cH:15]2)[cH:7]1.[S-:27][C:28]#[N:29]>>[NH:1]([c:2]1[c:3]([N+:16](=[O:17])[O-:18])[cH:4][cH:5][c:6]([S:8](=[O:9])[c:10]2[cH:11][cH:12][cH:13][cH:14][cH:15]2)[cH:7]1)[C:24]([NH:23][C:21]([O:20][CH3:19])=[O:22])=[S:25]. Reactants: COC(=O)N=C=S, COC(=O)Cl, CC(C)=O, [K+], Nc1cc(S(=O)c2ccccc2)ccc1[N+](=O)[O-], N#C[S-]. Starting materials: ClC(=O)OCC(Cl)(Cl)Cl (2,2,2-trichloroethyl chloroformate), ClC(=O)OCC(Cl)(Cl)Cl (2,2,2-trichloroethyl chloroformate), NC=1C(=NON1)C1=CC=C(C=C1)N1CCN(CC1)C(=O)OC(C)(C)C (tert-butyl 4-[4-(4-amino-1,2,5-oxadiazol-3-yl)phenyl]piperazine-1-carboxylate), ClC(=O)OCC(Cl)(Cl)Cl (2,2,2-trichloroethyl chloroformate), Cl (HCl). The reagents and catalysts are CN(C)C=1C=CN=CC1 (DMAP), CN(C)C=1C=CN=CC1 (DMAP), CN(C)C=1C=CN=CC1 (DMAP). Run in ClCCCl (1,2-dichloroethane). Yields the product ClC(COC(=O)N(C=1C(=NON1)C1=CC=C(C=C1)N1CCN(CC1)C(=O)OC(C)(C)C)C(=O)OCC(Cl)(Cl)Cl)(Cl)Cl (tert-butyl 4-[4-(4-{bis[(2,2,2-trichloroethoxy)carbonyl]amino}-1,2,5-oxadiazol-3-yl)phenyl]piperazine-1-carboxylate). As a reaction SMILES: [NH2:1][C:2]1[C:3]([C:7]2[CH:12]=[CH:11][C:10]([N:13]3[CH2:18][CH2:17][N:16]([C:19]([O:21][C:22]([CH3:25])([CH3:24])[CH3:23])=[O:20])[CH2:15][CH2:14]3)=[CH:9][CH:8]=2)=[N:4][O:5][N:6]=1.Cl[C:27]([O:29][CH2:30][C:31]([Cl:34])([Cl:33])[Cl:32])=[O:28].[ClH:35]>CN(C1C=CN=CC=1)C.ClCCCl>[Cl:32][C:31]([Cl:34])([Cl:33])[CH2:30][O:29][C:27]([N:1]([C:27]([O:29][CH2:30][C:31]([Cl:33])([Cl:32])[Cl:35])=[O:28])[C:2]1[C:3]([C:7]2[CH:8]=[CH:9][C:10]([N:13]3[CH2:14][CH2:15][N:16]([C:19]([O:21][C:22]([CH3:25])([CH3:24])[CH3:23])=[O:20])[CH2:17][CH2:18]3)=[CH:11][CH:12]=2)=[N:4][O:5][N:6]=1)=[O:28]. Reported procedure: To tert-butyl 4-[4-(4-amino-1,2,5-oxadiazol-3-yl)phenyl]piperazine-1-carboxylate (700 mg, 2.03 mmol) and DMAP (820 mg, 6.7 mmol) in 1,2-dichloroethane (50 mL) under dry nitrogen was added 2,2,2-trichloroethyl chloroformate (0.62 mL, 4.5 mmol) dropwise and the reaction was refluxed for ½ hour. An additional aliquot of DMAP (820 mg, 6.7 mmol) and 2,2,2-trichloroethyl chloroformate (0.62 mL, 4.5 mmol) were added and the reaction mixture was refluxed for 1 hour. Further aliquots of DMAP (820 mg, 6.7... Reactants: N1(N=NC=C1)CC=1N=C(OC1)C1=CC=C(C=C1)O (4-(4-[1,2,3]triazol-1-ylmethyl-oxazol-2-yl)-phenol), C([O-])([O-])=O.[Cs+].[Cs+] (cesium carbonate), ClCC=1N=C(OC1)C=CC1=CC=C(C=C1)S(F)(F)(F)(F)F (4-chloromethyl-2-[2-(4-pentafluorosulfanyl-phenyl)-vinyl]-oxazole), [I-].[K+] (potassium iodide). Run in CC(CC)=O (butanone). Run at temperature 60 celsius, time 30 minute. The product is FS(C1=CC=C(C=C1)/C=C/C=1OC=C(N1)COC1=CC=C(C=C1)C=1OC=C(N1)CN1N=NC=C1)(F)(F)(F)F (1-[2-(4-{2-[(E)-2-(4-Pentafluorosulfanyl-phenyl)-vinyl]-oxazol-4-ylmethoxy}-phenyl)-oxazole-4-ylmethyl]-1H-[1,2,3]triazole). The yield is 40.3%. As a reaction SMILES: [N:1]1([CH2:6][C:7]2[N:8]=[C:9]([C:12]3[CH:17]=[CH:16][C:15]([OH:18])=[CH:14][CH:13]=3)[O:10][CH:11]=2)[CH:5]=[CH:4][N:3]=[N:2]1.C(=O)([O-])[O-].[Cs+].[Cs+].Cl[CH2:26][C:27]1[N:28]=[C:29]([CH:32]=[CH:33][C:34]2[CH:39]=[CH:38][C:37]([S:40]([F:45])([F:44])([F:43])([F:42])[F:41])=[CH:36][CH:35]=2)[O:30][CH:31]=1.[I-].[K+]>CC(=O)CC>[F:43][S:40]([F:41])([F:42])([F:44])([F:45])[C:37]1[CH:38]=[CH:39][C:34](/[CH:33]=[CH:32]/[C:29]2[O:30][CH:31]=[C:27]([CH2:26][O:18][C:15]3[CH:16]=[CH:17][C:12]([C:9]4[O:10][CH:11]=[C:7]([CH2:6][N:1]5[CH:5]=[CH:4][N:3]=[N:2]5)[N:8]=4)=[CH:13][CH:14]=3)[N:28]=2)=[CH:35][CH:36]=1 |f:1.2.3,5.6|. Procedure: A mixture of 97 mg (0.40 mmol) 4-(4-[1,2,3]triazol-1-ylmethyl-oxazol-2-yl)-phenol and 78 mg (0.24 mmol) cesium carbonate in 10 ml butanone was stirred at 60° C. for 30 min, then 140 mg (0.40 mmol) 4-chloromethyl-2-[2-(4-pentafluorosulfanyl-phenyl)-vinyl]-oxazole and 66 mg (0.40 mmol) potassium iodide were added and stirring at 60° C. continued over night. After evaporation, 15 ml water was added and the mixture extracted with three portions of 15 ml ethyl acetate. The combined organic layers wer... The reactants are BrC=1C(=NC=C(C(=O)NC2=CC=C(C=C2)OC(F)(F)F)C1)Cl (5-Bromo-6-chloro-N-(4-(trifluoromethoxy)phenyl)nicotinamide), C1CC(NC1)CO.Cl ((S)-beta-prolinol hydrochloride), CCN(C(C)C)C(C)C (DIPEA). Run in CC(C)O (iPrOH). Product: BrC=1C(=NC=C(C(=O)NC2=CC=C(C=C2)OC(F)(F)F)C1)N1C[C@H](CC1)CO ((S)-5-Bromo-6-(3-(hydroxymethyl)pyrrolidin-1-yl)-N-(4-(trifluoromethoxy)phenyl)nicotinamide). RXN SMILES: [Br:1][C:2]1[C:3](Cl)=[N:4][CH:5]=[C:6]([CH:21]=1)[C:7]([NH:9][C:10]1[CH:15]=[CH:14][C:13]([O:16][C:17]([F:20])([F:19])[F:18])=[CH:12][CH:11]=1)=[O:8].C1CNC([CH2:28][OH:29])C1.Cl.CC[N:33]([CH:37]([CH3:39])C)[CH:34]([CH3:36])C>CC(O)C>[Br:1][C:2]1[C:3]([N:33]2[CH2:34][CH2:36][C@H:39]([CH2:28][OH:29])[CH2:37]2)=[N:4][CH:5]=[C:6]([CH:21]=1)[C:7]([NH:9][C:10]1[CH:15]=[CH:14][C:13]([O:16][C:17]([F:20])([F:19])[F:18])=[CH:12][CH:11]=1)=[O:8] |f:1.2|. Procedure: 5-Bromo-6-chloro-N-(4-(trifluoromethoxy)phenyl)nicotinamide (Stage 6.2, 500 mg, 1.264 mmol), (S)-beta-prolinol hydrochloride (226 mg, 1.643 mmol), DIPEA (662 μL, 3.79 mmol) and iPrOH (1.945 mL) were added to a MW vial and subjected to MW irradiation at 140° C. for 60 min. The solvent was evaporated off under reduced pressure and the residue was treated with aq. 0.5 M HCl (20 mL) and extracted with EtOAc. The combined extracts were washed with 0.5 M HCl (10 mL) and water, dried over MgSO4 and the... The reactants are CC(=O)O, [Cl-], Cl, O=N[O-], CCOC(=O)c1cnn(C)c1N, [Na+], O, O=P(O)(O)O. Yields the product CCOC(=O)c1cnn(C)c1Cl. RXN SMILES: [CH3:19][C:20](=[O:21])[OH:22].[Cl-:17].[ClH:18].[N:13]([O-:14])=[O:15].[NH2:1][c:2]1[c:3]([C:8](=[O:9])[O:10][CH2:11][CH3:12])[cH:4][n:5][n:6]1[CH3:7].[Na+:16].[OH2:28].[P:23](=[O:24])([OH:25])([OH:26])[OH:27]>>[c:2]1([Cl:17])[c:3]([C:8](=[O:9])[O:10][CH2:11][CH3:12])[cH:4][n:5][n:6]1[CH3:7].